From a dataset of the Open Reaction Database (ORD), a public repository of structured organic reaction records. describe an organic reaction: reactants, conditions, products, and yield The reactants are BrC1=C(C(=O)OCC)C=C(C=N1)C(Br)Br (Ethyl 2-bromo-5-dibromomethylnicotinate), CCO (EtOH). The reagents and catalysts are [N+](=O)([O-])[O-].[Ag+] (AgNO3). The solvent is O (H2O). The product is BrC1=C(C(=O)OCC)C=C(C=N1)C=O (Ethyl 2-bromo-5-formylnicotinate). The yield is 48.0%. Reaction SMILES: [Br:1][C:2]1[N:12]=[CH:11][C:10]([CH:13](Br)Br)=[CH:9][C:3]=1[C:4]([O:6][CH2:7][CH3:8])=[O:5].CC[OH:18]>[N+]([O-])([O-])=O.[Ag+].O>[Br:1][C:2]1[N:12]=[CH:11][C:10]([CH:13]=[O:18])=[CH:9][C:3]=1[C:4]([O:6][CH2:7][CH3:8])=[O:5] |f:2.3|. Procedure details: A mixture of 6 (9.8 g, 0.024 mol), AgNO3 (8.8 g, 0.052 mol), EtOH (100 ml) and H2O (25 mL) was heated on a steam bath for 1 hour. The yellow solid was filtered and the solution concentrated to dryness. The residue was treated with H2O and extracted with CHCl3 (3X). The organic layer was dried, filtered and concentrated to dryness. Distillation of the resulting oil at 105°-135° C. at 0.5 mm gave 3.0 g (48%) of 3; 1H NMR (CDCl3) 1.45δ(3H, t, J=7), 4.4 (2H, q, J=7, 8.6 (1H, d, J=2),/8.9 (1H, d, J =... Starting materials: C(C)OC(C1=CC=CC=C1)=C1C(NC2=CC=C(C=C12)[N+](=O)[O-])=O (3-(1-ethoxy-1-phenylmethylidene)-5-nitro-2-indolinone), CN1C(C2=CC(=CC=C2C(C1=O)(C)C)N)=O (2-methyl-7-amino-4,4-dimethyl-1,3-dioxo-1,2,3,4-tetrahydro-isoquinoline), O (water). The solvent is CN(C)C=O (DMF). Conditions: temperature 120 celsius. Yields the product CN1C(C2=CC(=CC=C2C(C1=O)(C)C)N\C(\C1=CC=CC=C1)=C\1/C(NC2=CC=C(C=C12)[N+](=O)[O-])=O)=O (3-{(Z)-1-[(2-methyl-4,4-dimethyl-1,3-dioxo-1,2,3,4-tetrahydro-isoquinolin-7-yl)amino]-1-phenylmethylidene}-5-nitro-2-indolinone). RXN SMILES: C(O[C:4](=[C:11]1[C:19]2[C:14](=[CH:15][CH:16]=[C:17]([N+:20]([O-:22])=[O:21])[CH:18]=2)[NH:13][C:12]1=[O:23])[C:5]1[CH:10]=[CH:9][CH:8]=[CH:7][CH:6]=1)C.[CH3:24][N:25]1[C:34](=[O:35])[C:33]([CH3:37])([CH3:36])[C:32]2[C:27](=[CH:28][C:29]([NH2:38])=[CH:30][CH:31]=2)[C:26]1=[O:39].O>CN(C=O)C>[CH3:24][N:25]1[C:34](=[O:35])[C:33]([CH3:37])([CH3:36])[C:32]2[C:27](=[CH:28][C:29]([NH:38]/[C:4](=[C:11]3\[C:12](=[O:23])[NH:13][C:14]4[C:19]\3=[CH:18][C:17]([N+:20]([O-:22])=[O:21])=[CH:16][CH:15]=4)/[C:5]3[CH:6]=[CH:7][CH:8]=[CH:9][CH:10]=3)=[CH:30][CH:31]=2)[C:26]1=[O:39]. Procedure: Prepared from 3-(1-ethoxy-1-phenylmethylidene)-5-nitro-2-indolinone and 1.5 equivalents of 2-methyl-7-amino-4,4-dimethyl-1,3-dioxo-1,2,3,4-tetrahydro-isoquinoline, melting point 169-171° C., in DMF by heating to 120° C. for 1 hour, pouring into water, filtering and washing the precipitate with MeOH and ether. Solvent: CO (Methanol). Reactants: Cl.NO (hydroxylamine hydrochloride), NC1=NC=CC(=C1)C(C)=O (1-(2-amino-4-pyridyl)-1-ethanone), oxime, O (water), [OH-].[Na+] (sodium hyroxide). RXN SMILES: Cl.[NH2:2][OH:3].O.[OH-].[Na+].[NH2:7][C:8]1[CH:13]=[C:12]([C:14](=O)[CH3:15])[CH:11]=[CH:10][N:9]=1>CO>[NH2:7][C:8]1[CH:13]=[C:12]([C:14](=[N:2][OH:3])[CH3:15])[CH:11]=[CH:10][N:9]=1 |f:0.1,3.4|. Run at temperature 0 celsius. Yields the product NC1=NC=CC(=C1)C(C)=NO (1-(2-amino-4-pyridyl)-1-ethanone oxime). Procedure details: To a solution of 3.1 g. (45 mmoles) of hydroxylamine hydrochloride in 10 ml. of water was added 22.5 ml. of 2 N sodium hyroxide solution. To this solution was added 3.6 g. (26 mmoles) of 1-(2-amino-4-pyridyl)-1-ethanone and the mixture heated to the boiling point for 5 minutes. Methanol was added slowly until the mixture became homogeneous. Heating was continued until a precipitate began to form. The mixture was cooled to 0° C., and the resulting precipitate was filtered, washed with water and d... Starting materials: NC1=CC=CC2=CC=CC=C12 (1-amino napthalene), C(C1=CC=C(C=C1)OC)(=O)Cl (p-anisoyl chloride), FC1=C(C(=O)Cl)C=CC=C1 (2-fluorobenzoyl chloride), C1(=CC=CC=C1)OC (anisole). Yields the product FC1=C(C=CC=C1)C(=O)C1=CC=C(C=C1)OC ((2-fluoro-phenyl)-(4-methoxy-phenyl)-methanone). RXN SMILES: NC1C2C(=CC=CC=2)C=CC=1.[F:12][C:13]1[CH:21]=[CH:20][CH:19]=[CH:18][C:14]=1[C:15](Cl)=[O:16].[C:22]1([O:28][CH3:29])[CH:27]=[CH:26][CH:25]=[CH:24][CH:23]=1.C(Cl)(=O)C1C=CC(OC)=CC=1>>[F:12][C:13]1[CH:21]=[CH:20][CH:19]=[CH:18][C:14]=1[C:15]([C:25]1[CH:26]=[CH:27][C:22]([O:28][CH3:29])=[CH:23][CH:24]=1)=[O:16]. Reported procedure: The procedure of Example 10 was followed except as follows. In Part A, 1-amino napthalene (47 g) was used in place of 4-methoxy aniline. In Step 1 of Part B, 2-fluorobenzoyl chloride (15.8 g) and anisole (10.8 g) were used in place of 1,3-dimethoxybenezene and p-anisoyl chloride respectively to produce (2-fluoro-phenyl)-(4-methoxy-phenyl)-methanone. An NMR spectrum showed the final product to have a structure consistent with 12-ethoxy-3-(2-fluorophenyl)-3-(4-methoxy)-3H-benzo[h]pyrano[3,2-c]quin... Product: Cc1sc2nc(-c3ccccn3)nc(NCc3ccc(F)cc3)c2c1Cl. As a reaction SMILES: [Cl:10][c:11]1[c:12]2[c:13]([n:14][c:15](-[c:17]3[n:18][cH:19][cH:20][cH:21][cH:22]3)[n:16]1)[s:23][c:24]([CH3:27])[c:25]2[Cl:26].[F:1][c:2]1[cH:3][cH:4][c:5]([CH2:6][NH2:7])[cH:8][cH:9]1>>[F:1][c:2]1[cH:3][cH:4][c:5]([CH2:6][NH:7][c:11]2[c:12]3[c:13]([n:14][c:15](-[c:17]4[n:18][cH:19][cH:20][cH:21][cH:22]4)[n:16]2)[s:23][c:24]([CH3:27])[c:25]3[Cl:26])[cH:8][cH:9]1. The reactants are Cc1sc2nc(-c3ccccn3)nc(Cl)c2c1Cl, NCc1ccc(F)cc1. The reactants are CC1=CC=C(C=C1)S(=O)(=O)OC=1C2=C(N=C(N1)N)C1=C(CCC2)N(N=C1)C (2-amino-8-methyl-5,6,7,8-tetrahydropyrazolo[3′,4′:6,7]cyclohepta[1,2-d]pyrimidin-4-yl 4-methylbenzenesulfonate), N1C[C@@H](CC1)NC(OC(C)(C)C)=O ((R)-tert-butyl pyrrolidin-3-ylcarbamate). Product: N[C@H]1CN(CC1)C=1C2=C(N=C(N1)N)C1=C(CCC2)N(N=C1)C (4-[(3R)-3-aminopyrrolidin-1-yl]-8-methyl-5,6,7,8-tetrahydropyrazolo[3′,4′:6,7]cyclohepta[1,2-d]pyrimidin-2-amine). As a reaction SMILES: CC1C=CC(S(O[C:12]2[C:13]3[CH2:23][CH2:22][CH2:21][C:20]4[N:24]([CH3:27])[N:25]=[CH:26][C:19]=4[C:14]=3[N:15]=[C:16]([NH2:18])[N:17]=2)(=O)=O)=CC=1.[NH:28]1[CH2:32][CH2:31][C@@H:30]([NH:33]C(=O)OC(C)(C)C)[CH2:29]1>>[NH2:33][C@@H:30]1[CH2:31][CH2:32][N:28]([C:12]2[C:13]3[CH2:23][CH2:22][CH2:21][C:20]4[N:24]([CH3:27])[N:25]=[CH:26][C:19]=4[C:14]=3[N:15]=[C:16]([NH2:18])[N:17]=2)[CH2:29]1. Reported procedure: The compound from Example 8C (65 mg, 0.168 mmol) was treated with (R)-tert-butyl pyrrolidin-3-ylcarbamate (36 mg, 0.2 mmol) as described in Example 2 to yield the title compound: 1H NMR (300 MHz, DMSO-d6) δ 7.80 (s, 1 H), 5.5 (br s, 2 H), 3.73 (m, 3 H), 3.55 (m, 2 H), 3.42 (m, 2 H), 3.11 (m, 1 H), 2.89 (m, 2 H), 2.59 (m, 2 H), 1.95 (m, 3 H), 1.57 (m, 1 H); MS (ESI+) m/z 300 (M+H)+. Reactants: [H][H] (hydrogen), S1C=CC=C1 (thiophene), C(C)O (ethanol), FC1=CC=C(C=C1)C(CCCN1CC(N(CC1)CC(=O)NC1=C(C=C(C=C1C)[N+](=O)[O-])C)C(=O)NC)C1=CC=C(C=C1)F (4-[4,4-bis(4-fluorophenyl)butyl]-N-(2,6-dimethyl-4-nitrophenyl)-2-[(methylamino)carbonyl]-1-piperazineacetamide). The reagents and catalysts are [Pd] (palladium-on-charcoal). Solvent: CO (methanol). Product: NC1=CC(=C(C(=C1)C)NC(CN1C(CN(CC1)CCCC(C1=CC=C(C=C1)F)C1=CC=C(C=C1)F)C(=O)NC)=O)C (N-(4-amino-2,6-dimethylphenyl)-4-[4,4-bis(4-fluorophenyl)butyl]-2-[(methylamino)carbonyl]-1-piperazineacetamide). Reaction SMILES: S1C=CC=C1.C(O)C.[F:9][C:10]1[CH:15]=[CH:14][C:13]([CH:16]([C:45]2[CH:50]=[CH:49][C:48]([F:51])=[CH:47][CH:46]=2)[CH2:17][CH2:18][CH2:19][N:20]2[CH2:25][CH2:24][N:23]([CH2:26][C:27]([NH:29][C:30]3[C:35]([CH3:36])=[CH:34][C:33]([N+:37]([O-])=O)=[CH:32][C:31]=3[CH3:40])=[O:28])[CH:22]([C:41]([NH:43][CH3:44])=[O:42])[CH2:21]2)=[CH:12][CH:11]=1.[H][H]>[Pd].CO>[NH2:37][C:33]1[CH:34]=[C:35]([CH3:36])[C:30]([NH:29][C:27](=[O:28])[CH2:26][N:23]2[CH2:24][CH2:25][N:20]([CH2:19][CH2:18][CH2:17][CH:16]([C:13]3[CH:12]=[CH:11][C:10]([F:9])=[CH:15][CH:14]=3)[C:45]3[CH:46]=[CH:47][C:48]([F:51])=[CH:49][CH:50]=3)[CH2:21][CH:22]2[C:41]([NH:43][CH3:44])=[O:42])=[C:31]([CH3:40])[CH:32]=1. Reported procedure: To 1 part of a solution of 2 parts of thiophene in 40 parts of ethanol were added 3 parts of 4-[4,4-bis(4-fluorophenyl)butyl]-N-(2,6-dimethyl-4-nitrophenyl)-2-[(methylamino)carbonyl]-1-piperazineacetamide and 120 parts of methanol. The whole was hydrogenated at normal pressure and at room temperature with 2 parts of palladium-on-charcoal catalyst 10%. After the calculated amount of hydrogen was taken up, the catalyst was filtered off and the filtrate was evaporated. The residue was purified by c...